This data is from the Open Reaction Database (ORD), a public repository of structured organic reaction records. The task is: describe an organic reaction: reactants, conditions, products, and yield The reactants are CN1CC2=C(N(C=3C=CC(=CC23)C)CCC=2C=NC(=CC2)C)CC1 (2,8-Dimethyl-5-[2-(6-methyl-pyridin-3-yl)-ethyl]-2,3,4,5-tetrahydro-1H-pyrido[4,3-b]indole), O1CCC(CC1)=O (tetrahydro-pyran-4-one), CN1CCC(CC1)=O (1-methyl-piperidin-4-one). Product: CC1=CC=2C3=C(N(C2C=C1)CCC=1C=NC(=CC1)C)CCOC3 (8-Methyl-5-[2-(6-methyl-pyridin-3-yl)-ethyl]-1,3,4,5-tetrahydro-pyrano[4,3-b]indole). As a reaction SMILES: CN1[CH2:24][CH2:23][C:5]2[N:6]([CH2:14][CH2:15][C:16]3[CH:17]=[N:18][C:19]([CH3:22])=[CH:20][CH:21]=3)[C:7]3[CH:8]=[CH:9][C:10]([CH3:13])=[CH:11][C:12]=3[C:4]=2[CH2:3]1.[O:25]1CCC(=O)CC1.CN1CCC(=O)CC1>>[CH3:13][C:10]1[CH:9]=[CH:8][C:7]2[N:6]([CH2:14][CH2:15][C:16]3[CH:17]=[N:18][C:19]([CH3:22])=[CH:20][CH:21]=3)[C:5]3[CH2:23][CH2:24][O:25][CH2:3][C:4]=3[C:12]=2[CH:11]=1. Procedure: 8-Methyl-5-[2-(6-methyl-pyridin-3-yl)-ethyl]-1,3,4,5-tetrahydro-pyrano[4,3-b]indole is prepared in an analagous manner to Dimebon, except that tetrahydro-pyran-4-one is used in the final step in place of 1-methyl-piperidin-4-one. Reactants: CCOC(C)=O, NC(=O)c1cccc(N)c1, O=C(OO)c1cccc(Cl)c1. Product: NC(=O)c1cccc(N=O)c1. RXN SMILES: [CH3:22][CH2:23][O:24][C:25](=[O:26])[CH3:27].[NH2:1][c:2]1[cH:3][c:4]([C:5](=[O:6])[NH2:7])[cH:8][cH:9][cH:10]1.[OH:11][O:12][C:13]([c:14]1[cH:15][c:16]([Cl:17])[cH:18][cH:19][cH:20]1)=[O:21]>>[N:1]([c:2]1[cH:3][c:4]([C:5](=[O:6])[NH2:7])[cH:8][cH:9][cH:10]1)=[O:11]. Reactants: [N+](=O)([O-])C=1C=NN(C1)CCC1=CC=CC=C1 (4-nitro-1-phenethyl-1H-pyrazole). The reagents and catalysts are O=[Pt]=O (PtO2). Run in CCO (EtOH), CCOC(=O)C (EtOAc), CCO (EtOH). Conditions: time 18 hour. Yields the product C(CC1=CC=CC=C1)N1N=CC(=C1)N (1-Phenethyl-1H-pyrazol-4-ylamine), I-phenethyl-1H-pyrazol-4-ylamine. Reaction SMILES: [N+:1]([C:4]1[CH:5]=[N:6][N:7]([CH2:9][CH2:10][C:11]2[CH:16]=[CH:15][CH:14]=[CH:13][CH:12]=2)[CH:8]=1)([O-])=O>CCOC(C)=O.CCO.O=[Pt]=O>[CH2:9]([N:7]1[CH:8]=[C:4]([NH2:1])[CH:5]=[N:6]1)[CH2:10][C:11]1[CH:12]=[CH:13][CH:14]=[CH:15][CH:16]=1. Procedure: To a solution of 4-nitro-1-phenethyl-1H-pyrazole (2.78 g, 12.87 mmol), in EtOAc (6 mL, degassed) and EtOH (18 mL, degassed), PtO2 (235 mg, 1.2 mmol) was added and the reaction mixture was stirred at rt under a H2-atmosphere for 18 h. The mixture was diluted with EtOH, filtered over celite and the filter cake was rinsed with EtOH. The filtrate was concentrated to obtain the title compound I-phenethyl-1H-pyrazol-4-ylamine as red solid. LC-MS conditions A: tR=0.54 min, [M+MeCN+H]+=229.04. Reactants: COc1cc2ncnc(Oc3ccc(N)cc3)c2cc1OC, CCO, Cc1ccccc1, O=C(N=C=S)c1ccccc1Cl. The product is COc1cc2ncnc(Oc3ccc(NC(=S)NC(=O)c4ccccc4Cl)cc3)c2cc1OC. As a reaction SMILES: [CH3:1][O:2][c:3]1[cH:4][c:5]2[c:6]([O:15][c:16]3[cH:17][cH:18][c:19]([NH2:20])[cH:21][cH:22]3)[n:7][cH:8][n:9][c:10]2[cH:11][c:12]1[O:13][CH3:14].[CH3:23][CH2:24][OH:25].[CH3:38][c:39]1[cH:40][cH:41][cH:42][cH:43][cH:44]1.[Cl:26][c:27]1[c:28]([C:33](=[O:34])[N:35]=[C:36]=[S:37])[cH:29][cH:30][cH:31][cH:32]1>>[CH3:1][O:2][c:3]1[cH:4][c:5]2[c:6]([O:15][c:16]3[cH:17][cH:18][c:19]([NH:20][C:36]([NH:35][C:33]([c:28]4[c:27]([Cl:26])[cH:32][cH:31][cH:30][cH:29]4)=[O:34])=[S:37])[cH:21][cH:22]3)[n:7][cH:8][n:9][c:10]2[cH:11][c:12]1[O:13][CH3:14]. Starting materials: FC(C(=O)OCC)C(C1CCC(CC1)CCC)OC(=S)SC (ethyl 2-fluoro-3-(((methylthio)carbonothioyl)oxy)-3-(4-propylcyclohexyl)propanoate), C(C)(C)(C)OOC(C)(C)C (di-tert-butylperoxide), O1CCOCC1 (dioxane), O (water), resultant mixture. Run in C(C)OC(C)=O (ethyl-acetate). Product: FC(C(=O)OCC)CC1CCC(CC1)CCC (ethyl 2-fluoro-3-(4-propylcyclohexyl)propanoate). Isolated yield 75.1%. RXN SMILES: [F:1][CH:2]([CH:8](OC(SC)=S)[CH:9]1[CH2:14][CH2:13][CH:12]([CH2:15][CH2:16][CH3:17])[CH2:11][CH2:10]1)[C:3]([O:5][CH2:6][CH3:7])=[O:4].C(OOC(C)(C)C)(C)(C)C.O1CCOCC1.O>C(OC(=O)C)C>[F:1][CH:2]([CH2:8][CH:9]1[CH2:14][CH2:13][CH:12]([CH2:15][CH2:16][CH3:17])[CH2:11][CH2:10]1)[C:3]([O:5][CH2:6][CH3:7])=[O:4]. Procedure details: To a reaction vessel under a nitrogen atmosphere, 2.1 g of ethyl 2-fluoro-3-(((methylthio)carbonothioyl)oxy)-3-(4-propylcyclohexyl)propanoate (e-10), 0.5 ml of di-tert-butylperoxide, 1.2 g of DPPO and 40 ml of dioxane were added, and the resultant mixture was subjected to heating reflux for 48 hours. After cooling the resultant reaction mixture to 25° C., 100 ml of water and 100 ml of ethyl-acetate were added to separate the mixture into an organic layer and an aqueous layer, and an extraction o... Starting materials: CCc1cc2c(cc1[N+](=O)[O-])N1CCCN=C1S2, CC(=O)O, [H][H]. Yields the product CCc1cc2c(cc1N)N1CCCN=C1S2. As a reaction SMILES: [CH2:1]([CH3:2])[c:3]1[cH:4][c:5]2[c:6]([cH:14][c:15]1[N+:16]([O-:17])=[O:18])[N:7]1[C:8](=[N:10][CH2:11][CH2:12][CH2:13]1)[S:9]2.[CH3:21][C:22](=[O:23])[OH:24].[H:19][H:20]>>[CH2:1]([CH3:2])[c:3]1[cH:4][c:5]2[c:6]([cH:14][c:15]1[NH2:16])[N:7]1[C:8](=[N:10][CH2:11][CH2:12][CH2:13]1)[S:9]2. RXN SMILES: C([S:4][CH:5]1[CH2:8][N:7]([C:9]2[S:10][CH:11]=[C:12]([C:14](=[O:16])[NH2:15])[N:13]=2)[CH2:6]1)(=O)C.C(O)(=O)C.NN.C1(P(O[C:38]2[C@H:39]([CH3:62])[C@H:40]3[C@@H:57]([C@H:58]([OH:60])[CH3:59])[C:56](=[O:61])[N:41]3[C:42]=2[C:43]([O:45][CH2:46][C:47]2[CH:52]=[CH:51][C:50]([N+:53]([O-:55])=[O:54])=[CH:49][CH:48]=2)=[O:44])(C2C=CC=CC=2)=O)C=CC=CC=1.C(N(C(C)C)CC)(C)C.C(=O)([O-])O.[Na+]>CN(C)C=O.C(#N)C.C(OCC)(=O)C>[C:14]([C:12]1[N:13]=[C:9]([N:7]2[CH2:8][CH:5]([S:4][C:38]3[C@H:39]([CH3:62])[C@@H:40]4[C@@H:57]([C@H:58]([OH:60])[CH3:59])[C:56](=[O:61])[N:41]4[C:42]=3[C:43]([O:45][CH2:46][C:47]3[CH:48]=[CH:49][C:50]([N+:53]([O-:55])=[O:54])=[CH:51][CH:52]=3)=[O:44])[CH2:6]2)[S:10][CH:11]=1)(=[O:16])[NH2:15] |f:1.2,5.6|. Run at time 1 hour. The yield is 106.2%. Reactants: C1(=CC=CC=C1)P(=O)(C1=CC=CC=C1)OC=1[C@@H]([C@@H]2N(C1C(=O)OCC1=CC=C(C=C1)[N+](=O)[O-])C([C@@H]2[C@@H](C)O)=O)C (p-nitrobenzyl (1R,5S,6S)-2-diphenylphosphoryloxy-6-[(R)-1-hydroxyethyl]-1-methylcarbapen-2-em-3-carboxylate), C(C)(C)N(CC)C(C)C (diisopropylethylamine), C(C)(=O)SC1CN(C1)C=1SC=C(N1)C(N)=O (3-acetylthio-1-(4-carbamoyl-1,3-thiazol-2-yl)azetidine), C(C)(=O)O.NN (hydrazine acetate), C(O)([O-])=O.[Na+] (sodium hydrogencarbonate). Product: C(N)(=O)C=1N=C(SC1)N1CC(C1)SC=1[C@@H]([C@H]2N(C1C(=O)OCC1=CC=C(C=C1)[N+](=O)[O-])C([C@@H]2[C@@H](C)O)=O)C (p-nitrobenzyl (1R,5S,6S)-2-[1-(4-carbamoyl-1,3-thiazol-2-yl)azetidin-3-yl]thio-6-[(R)-1-hydroxyethyl]-1-methylcarbapen-2-em-3-carboxylate). Run in C(C)#N (acetonitrile), CN(C=O)C (dimethylformamide), C(C)(=O)OCC (ethyl acetate). Procedure details: To a solution of 3-acetylthio-1-(4-carbamoyl-1,3-thiazol-2-yl)azetidine (1.13 g, 4.39 mmol) (obtained as described in Reference Example 3) in dimethylformamide (57 ml) was added hydrazine acetate (485 mg, 5.27 mmol) at room temperature under an atmosphere of nitrogen and the mixture was stirred for 1 hour. After checking the completion of the reaction, a solution of p-nitrobenzyl (1R,5S,6S)-2-diphenylphosphoryloxy-6-[(R)-1-hydroxyethyl]-1-methylcarbapen-2-em-3-carboxylate (2.61 g, 4.39 mmol) in ...